Dataset: the Open Reaction Database (ORD), a public repository of structured organic reaction records. Task: describe an organic reaction: reactants, conditions, products, and yield Isolated yield 39.0%. Starting materials: C(C)OC(C#CC1=CC2=C(OCO2)C=C1)=O (benzo[1,3]dioxol-5-yl-propynoic acid ethyl ester), C(C)(C)(C)OC(=O)N1CCCC2=CC=C(N=C12)CCOC=1C=C2C=CNC2=CC1 (7-[2-(1H-Indol-5-yloxy)-ethyl]-3,4-dihydro-2H-[1,8]naphthyridine-1-carboxylic acid tert-butyl ester), C30H29N3O5. The product is C(C)(C)(C)OC(=O)N1CCCC2=CC=C(N=C12)CCOC=1C=C2C=CN(C2=CC1)C(=CC(=O)OCC)C1=CC2=C(OCO2)C=C1 (7-{2-[1-(1-Benzo[1,3]dioxol-5-yl-2-ethoxycarbonyl-vinyl)-1H-indol-5-yloxy]-ethyl}-3,4-dihydro-2H-[1,8]naphthyridine-1-carboxylic acid tert-butyl ester). Reaction SMILES: [CH2:1]([O:3][C:4](=[O:16])[C:5]#[C:6][C:7]1[CH:15]=[CH:14][C:10]2[O:11][CH2:12][O:13][C:9]=2[CH:8]=1)[CH3:2].[C:17]([O:21][C:22]([N:24]1[C:33]2[C:28](=[CH:29][CH:30]=[C:31]([CH2:34][CH2:35][O:36][C:37]3[CH:38]=[C:39]4[C:43](=[CH:44][CH:45]=3)[NH:42][CH:41]=[CH:40]4)[N:32]=2)[CH2:27][CH2:26][CH2:25]1)=[O:23])([CH3:20])([CH3:19])[CH3:18]>>[C:17]([O:21][C:22]([N:24]1[C:33]2[C:28](=[CH:29][CH:30]=[C:31]([CH2:34][CH2:35][O:36][C:37]3[CH:38]=[C:39]4[C:43](=[CH:44][CH:45]=3)[N:42]([C:6]([C:7]3[CH:15]=[CH:14][C:10]5[O:11][CH2:12][O:13][C:9]=5[CH:8]=3)=[CH:5][C:4]([O:3][CH2:1][CH3:2])=[O:16])[CH:41]=[CH:40]4)[N:32]=2)[CH2:27][CH2:26][CH2:25]1)=[O:23])([CH3:20])([CH3:18])[CH3:19]. Procedure: The title compound was synthesized from benzo[1,3]dioxol-5-yl-propynoic acid ethyl ester and 7-[2-(1H-Indol-5-yloxy)-ethyl]-3,4-dihydro-2H-[1,8]naphthyridine-1-carboxylic acid tert-butyl ester using the procedure described in Example 16, step (c1), in 39% yield as an E/Z mixture. 1H NMR (CDCl3) δ 7.32 (d, 1H, J=7.6 Hz), 7.10-7.04 (m, 2H), 7.00-6.90 (m, 2H), 6.85-6.71 (m, 4H), 6.56-6.49 (m, 1H), 6.10 (s, 0.6H), 6.04 (s, 0.4H), 6.03 (s, 0.8H), 6.00 (s, 1.2H), 4.40-4.35 (m, 2H), 4.13 (q, 0.8H, J=7.... The reactants are BrC=1C=C(C=CC1)N=C=S (3-bromophenyl isothiocyanate), BrC=1C=C(C=CC1)NC(=S)N (N-(3-bromophenyl)thiourea), NC=1SC2=C(N1)C=C(C=C2)Br (2-amino-5-bromobenzothiazole). Yields the product NC1=C(C=CC(=C1)Br)S (2-Amino-4-bromobenzenethiol). Yield: 21.1%. RXN SMILES: BrC1C=C(N=C=S)C=CC=1.BrC1C=C(NC(N)=S)C=CC=1.NC1[S:24][C:25]2[CH:31]=[CH:30][C:29]([Br:32])=[CH:28][C:26]=2[N:27]=1>>[NH2:27][C:26]1[CH:28]=[C:29]([Br:32])[CH:30]=[CH:31][C:25]=1[SH:24]. Procedure: The procedure of Referential Example 16 was repeated, except that 3-bromophenyl isothiocyanate (25.0 g) serving as a starting material was used, to thereby yield N-(3-bromophenyl)thiourea (19.4 g) as colorless crystals. Subsequently, The procedure of Referential Example 17 was repeated, to thereby yield 2-amino-5-bromobenzothiazole (1.21 g). Thereafter, The procedure of Referential Example 18 was repeated, to thereby yield the title compound (227 mg). The reactants are NC=O, NC(Cc1ccc(O)cc1)C(=O)O. Product: O=CNC(Cc1ccc(O)cc1)C(=O)O. RXN SMILES: [CH:14](=[O:15])[NH2:16].[NH2:1][CH:2]([CH2:3][c:4]1[cH:5][cH:6][c:7]([OH:8])[cH:9][cH:10]1)[C:11]([OH:12])=[O:13]>>[NH:1]([CH:2]([CH2:3][c:4]1[cH:5][cH:6][c:7]([OH:8])[cH:9][cH:10]1)[C:11]([OH:12])=[O:13])[CH:14]=[O:15]. Reactants: C1(CCCC1)OC=1C=C(C=CC1OC)CC(=O)NC1=C(C=CC(=C1)Cl)OCC=C (N-(3-cyclopentyloxy-4-methoxyphenylacetyl)-2-allyloxy-5-chloroaniline), C1(=CC=CC=C1)OC1=CC=CC=C1 (diphenyl ether). The solvent is petroleum ether. The product is C(C=C)C1=CC(=CC=2N=C(OC21)CC2=CC(=C(C=C2)OC)OC2CCCC2)Cl (7-allyl-5-chloro-2-(3-cyclopentyloxy-4-methoxybenzyl)-benzoxazole). Yield: 52.0%. RXN SMILES: [CH:1]1([O:6][C:7]2[CH:8]=[C:9]([CH2:15][C:16]([NH:18][C:19]3[CH:24]=[C:23]([Cl:25])[CH:22]=[CH:21][C:20]=3[O:26]CC=C)=O)[CH:10]=[CH:11][C:12]=2[O:13][CH3:14])[CH2:5][CH2:4][CH2:3][CH2:2]1.[C:30]1(OC2C=CC=CC=2)[CH:35]=CC=C[CH:31]=1>>[CH2:35]([C:21]1[C:20]2[O:26][C:16]([CH2:15][C:9]3[CH:10]=[CH:11][C:12]([O:13][CH3:14])=[C:7]([O:6][CH:1]4[CH2:5][CH2:4][CH2:3][CH2:2]4)[CH:8]=3)=[N:18][C:19]=2[CH:24]=[C:23]([Cl:25])[CH:22]=1)[CH:30]=[CH2:31]. Procedure details: A solution of N-(3-cyclopentyloxy-4-methoxyphenylacetyl)-2-allyloxy-5-chloroaniline (38.1 g, 0.092 mol) in 200 ml of diphenyl ether was heated under nitrogen at 180° for 8 hours. Protracted heating resulted in reduced yields. The reaction mixture was diluted with 500 ml of petroleum ether, applied to a column packed with 500 g of flash chromatography silica gel and eluted with petroleum ether followed by methylene chloride. Fractions of 800 ml were collected. The material from fractions 9-14 wei... Reactants: Br.C1(=CC=CC=C1)P(C1=CC=CC=C1)C1=CC=CC=C1 (triphenylphosphine hydrobromide), OCC=1C=C(C(=O)OC)C=CC1O (methyl 3-hydroxymethyl-4-hydroxybenzoate). The solvent is C(C)#N (acetonitrile). Product: [Br-].OC1=C(C[P+](C2=CC=CC=C2)(C2=CC=CC=C2)C2=CC=CC=C2)C=C(C=C1)C(=O)OC (2-hydroxy-5-methoxycarbonylbenzyl triphenylphosphonium bromide). The yield is 92.6%. As a reaction SMILES: O[CH2:2][C:3]1[CH:4]=[C:5]([CH:10]=[CH:11][C:12]=1[OH:13])[C:6]([O:8][CH3:9])=[O:7].[BrH:14].[C:15]1([P:21]([C:28]2[CH:33]=[CH:32][CH:31]=[CH:30][CH:29]=2)[C:22]2[CH:27]=[CH:26][CH:25]=[CH:24][CH:23]=2)[CH:20]=[CH:19][CH:18]=[CH:17][CH:16]=1>C(#N)C>[Br-:14].[OH:13][C:12]1[CH:11]=[CH:10][C:5]([C:6]([O:8][CH3:9])=[O:7])=[CH:4][C:3]=1[CH2:2][P+:21]([C:22]1[CH:23]=[CH:24][CH:25]=[CH:26][CH:27]=1)([C:28]1[CH:33]=[CH:32][CH:31]=[CH:30][CH:29]=1)[C:15]1[CH:16]=[CH:17][CH:18]=[CH:19][CH:20]=1 |f:1.2,4.5|. Procedure details: The compound obtained in (b) (182 mg, 1 mmol) was mixed successfully with 2 ml of acetonitrile and triphenylphosphine hydrobromide (361 mg, 1.05 mmol). After heating at reflux for one hour fifteen minutes, the reaction medium was cooled and evaporated to dryness, ethyl ether was added, the mixture was filtered and the precipitate was washed with ethyl ether. After drying in an oven, 470 mg of a white solid were obtained, equivalent to a yield of 93%. Its properties were as follows: The reactants are C(C)(=O)OC1=C(C=O)C=CC(=C1)N(CC)CC (2-acetyloxy-4-(N,N-diethylamino)benzaldehyde), [N+](=O)([O-])C (nitromethane), C(C)(=O)[O-].[NH4+] (ammonium acetate). Reaction conditions: temperature 100 celsius. Product: C(C)N(CC)C1=CC(=C(C=C[N+](=O)[O-])C=C1)OC(C)=O (4-(N,N-diethyl)amino-β-nitro-2-acetyloxystyrene). The yield is 36.0%. RXN SMILES: [C:1]([O:4][C:5]1[CH:12]=[C:11]([N:13]([CH2:16][CH3:17])[CH2:14][CH3:15])[CH:10]=[CH:9][C:6]=1[CH:7]=O)(=[O:3])[CH3:2].C([O-])(=O)C.[NH4+].[N+:23]([CH3:26])([O-:25])=[O:24]>>[CH2:14]([N:13]([C:11]1[CH:10]=[CH:9][C:6]([CH:7]=[CH:26][N+:23]([O-:25])=[O:24])=[C:5]([O:4][C:1](=[O:3])[CH3:2])[CH:12]=1)[CH2:16][CH3:17])[CH3:15] |f:1.2|. Procedure: A solution was prepared by dissolving 23.5 grams (0.10 mol) of 2-acetyloxy-4-(N,N-diethylamino)benzaldehyde in 100 ml of nitromethane, and added with 3 grams of ammonium acetate. The mixture was heated at 100° C. for 5 hours under agitation. The reaction solution was then cooled on a dry ice-acetone bath until crystallization had been completed. The separated solid (crystal) was filtered off and dried in vacuum. The obtained product was recrystallized from acetonitrile for two times. An amount o... Reactants: C(C)(=O)N1[C@H](C[C@@H](C2=CC(=CC=C12)C(=O)OCC)O)C (ethyl (2S,4S)-1-acetyl-4-hydroxyl-2-methyl-1,2,3,4-tetrahydroquinoline-6-carboxylate), [N+](=O)([O-])C1=CC=C(C=C1)O (4-nitrophenol). Product: C(C)(=O)N1[C@H](C[C@H](C2=CC(=CC=C12)C(=O)OCC)OC1=CC=C(C=C1)[N+](=O)[O-])C (ethyl (2S,4R)-1-acetyl-2-methyl-4-(4-nitrophenoxy)-1,2,3,4-tetrahydroquinoline-6-carboxylate). The yield is 57.4%. As a reaction SMILES: [C:1]([N:4]1[C:13]2[C:8](=[CH:9][C:10]([C:14]([O:16][CH2:17][CH3:18])=[O:15])=[CH:11][CH:12]=2)[C@@H:7]([OH:19])[CH2:6][C@@H:5]1[CH3:20])(=[O:3])[CH3:2].[N+:21]([C:24]1[CH:29]=[CH:28][C:27](O)=[CH:26][CH:25]=1)([O-:23])=[O:22]>>[C:1]([N:4]1[C:13]2[C:8](=[CH:9][C:10]([C:14]([O:16][CH2:17][CH3:18])=[O:15])=[CH:11][CH:12]=2)[C@H:7]([O:19][C:27]2[CH:28]=[CH:29][C:24]([N+:21]([O-:23])=[O:22])=[CH:25][CH:26]=2)[CH2:6][C@@H:5]1[CH3:20])(=[O:3])[CH3:2]. Procedure: [Step 4] Reactions and treatments were carried out in the same manner as in Step 2 of Example 117, using 89.3 mg of ethyl (2S,4S)-1-acetyl-4-hydroxyl-2-methyl-1,2,3,4-tetrahydroquinoline-6-carboxylate instead of ethyl (2S,4R)-1-acetyl-4-hydroxyl-2-methyl-1,2,3,4-tetrahydroquinoline-6-carboxylate, and 4-nitrophenol was used instead of benzoic acid. Thus, 73.6 mg (57.4%) of ethyl (2S,4R)-1-acetyl-2-methyl-4-(4-nitrophenoxy)-1,2,3,4-tetrahydroquinoline-6-carboxylate was obtained as a white solid.